From a dataset of the Open Reaction Database (ORD), a public repository of structured organic reaction records. describe an organic reaction: reactants, conditions, products, and yield Reactants: C(#N)N=C(N[C@@H]1[C@H](C(OC2=C1C=C(C=C2)C#N)(C)C)O)SC ((3R,4S)-4-(3-cyano-2-methyl-1-isothioureido)-3,4-dihydro-3-hydroxy-2,2-dimethyl-2H-1-benzopyran-6-carbonitrile), CNC (dimethylamine). Yields the product C(#N)N=C(N[C@@H]1[C@H](C(OC2=C1C=C(C=C2)C#N)(C)C)O)N(C)C ((3R, 4S)-4 -(2-cyano-3,3-dimethylguanidino)-3,4-dihydro-3-hydroxy-2,2-dimethyl-2H-1-benzopyran-6-carbonitrile). Reaction SMILES: [C:1]([N:3]=[C:4](SC)[NH:5][C@H:6]1[C:11]2[CH:12]=[C:13]([C:16]#[N:17])[CH:14]=[CH:15][C:10]=2[O:9][C:8]([CH3:19])([CH3:18])[C@@H:7]1[OH:20])#[N:2].[CH3:23][NH:24][CH3:25]>>[C:1]([N:3]=[C:4]([N:24]([CH3:25])[CH3:23])[NH:5][C@H:6]1[C:11]2[CH:12]=[C:13]([C:16]#[N:17])[CH:14]=[CH:15][C:10]=2[O:9][C:8]([CH3:19])([CH3:18])[C@@H:7]1[OH:20])#[N:2]. Procedure details: A mixture of (3R,4S)-4-(3-cyano-2-methyl-1-isothioureido)-3,4-dihydro-3-hydroxy-2,2-dimethyl-2H-1-benzopyran-6-carbonitrile (2.12 g) and 50% aqueous dimethylamine solution (10.6 ml) was stirred under reflux for 1.5 hours to form white precipitates. These precipitates were collected by filtration, washed with water, and recrystallized from ethanol to give (3R, 4S)-4 -(2-cyano-3,3-dimethylguanidino)-3,4-dihydro-3-hydroxy-2,2-dimethyl-2H-1-benzopyran-6-carbonitrile (1.03 g). Starting materials: BrCCC1=C(C=CC=C1)S(=O)(=O)O (2-(2-bromoethyl)benzenesulfonic acid), BrCCC=1C=C(C=CC1)S(=O)(=O)O (3-(2-bromoethyl)benzenesulfonic acid). Yields the product BrCCC1=CC=C(C=C1)S(=O)(=O)O (4-(2-bromoethyl)benzenesulfonic acid). RXN SMILES: BrCC[C:4]1[CH:9]=[CH:8][CH:7]=[CH:6][C:5]=1[S:10]([OH:13])(=[O:12])=[O:11].[Br:14][CH2:15][CH2:16]C1C=C(S(O)(=O)=O)C=CC=1>>[Br:14][CH2:15][CH2:16][C:8]1[CH:9]=[CH:4][C:5]([S:10]([OH:13])(=[O:12])=[O:11])=[CH:6][CH:7]=1. Reported procedure: As a result, a mixture of 2-(2-bromoethyl)benzenesulfonic acid, 3-(2-bromoethyl)benzenesulfonic acid, and 4-(2-bromoethyl)benzenesulfonic acid was obtained, and the mixture was separated and purified with a silica gel column. The reactants are C(C1=CC=CC=C1)[C@@H]([C@H](C[C@@H](C)C(NCCC(C)(C)C)=O)O)NC(C1=CC(=CC(=C1)N1C(CCC1)=O)N1C(CCC1)=O)=O (N-[(1S,2S,4R)-1-Benzyl-4-(3,3-dimethyl-butylcarbamoyl)-2-hydroxypenty]-3,5-bis-(2-oxo-pyrrolidin-1-yl)benzamide), O=C1N(CCC1)C=1C=C(C(=O)O)C=C(C1)N1C(CCC1)=O (3,5-Bis-(2-oxopyrrolidin-1-yl)benzoic acid), C12C(CC(CC1)C2)NC([C@@H](C[C@@H]([C@H](CC2=CC=CC=C2)N)O)CC#C)=O ((2R,4S,5S)-5-Amino-4-hydroxy-6-phenyl-2-prop-2-ynylhexanoic acid bicyclo[2.2.1]hept-2-ylamide). Yields the product C(C1=CC=CC=C1)[C@@H]([C@H](C[C@@H](CC#C)C(NC1C2CCC(C1)C2)=O)O)NC(C2=CC(=CC(=C2)N2C(CCC2)=O)N2C(CCC2)=O)=O (N-[(1S,2S,4R)-1-Benzyl-4-(bicyclo[2.2.1]hept-2-ylcarbamoyl)-2-hydroxyhept-6-ynyl]-3,5-bis-(2-oxopyrrolidin-1-yl)benzamide). RXN SMILES: C([C@H](N[C:24](=[O:43])[C:25]1[CH:30]=[C:29]([N:31]2[CH2:35][CH2:34][CH2:33][C:32]2=[O:36])[CH:28]=[C:27]([N:37]2[CH2:41][CH2:40][CH2:39][C:38]2=[O:42])[CH:26]=1)[C@@H](O)C[C@H](C(=O)NCCC(C)(C)C)C)C1C=CC=CC=1.O=C1CCCN1C1C=C(C=C(N2CCCC2=O)C=1)C(O)=O.[CH:65]12[CH2:71][CH:68]([CH2:69][CH2:70]1)[CH2:67][CH:66]2[NH:72][C:73](=[O:90])[C@H:74]([CH2:87][C:88]#[CH:89])[CH2:75][C@H:76]([OH:86])[C@@H:77]([NH2:85])[CH2:78][C:79]1[CH:84]=[CH:83][CH:82]=[CH:81][CH:80]=1>>[CH2:78]([C@H:77]([NH:85][C:24](=[O:43])[C:25]1[CH:30]=[C:29]([N:31]2[CH2:35][CH2:34][CH2:33][C:32]2=[O:36])[CH:28]=[C:27]([N:37]2[CH2:41][CH2:40][CH2:39][C:38]2=[O:42])[CH:26]=1)[C@@H:76]([OH:86])[CH2:75][C@H:74]([C:73](=[O:90])[NH:72][CH:66]1[CH2:67][CH:68]2[CH2:71][CH:65]1[CH2:70][CH2:69]2)[CH2:87][C:88]#[CH:89])[C:79]1[CH:84]=[CH:83][CH:82]=[CH:81][CH:80]=1. Procedure details: Prepared in an analogous manner to E5 from 3,5-bis-(2-oxopyrrolidin-1-yl)benzoic acid (D8) and (2R,4S,5S)-5-amino-4-hydroxy-6-phenyl-2-prop-2-ynylhexanoic acid bicyclo[2.2.1]hept-2-ylamide (D36). Reactants: mixture, O (water), [H-].[Na+] (sodium hydride), COC=1C=C2C(=CNC2=C(C1)OC)C1=CC=2C(=NC=CC2)N1S(=O)(=O)C1=CC=C(C=C1)C (2-(5,7-dimethoxy-1H-indol-3-yl)-1-(toluene-4-sulfonyl)-1H-pyrrolo[2,3-b]pyridine), IC (iodomethane). The solvent is CN(C=O)C (dimethylformamide). Run at temperature 20 celsius, time 1 hour. Product: COC=1C=C2C(=CN(C2=C(C1)OC)C)C1=CC=2C(=NC=CC2)N1S(=O)(=O)C1=CC=C(C=C1)C (2-(5,7-dimethoxy-1-methyl-1H-indol-3-yl)-1-(toluene-4-sulfonyl)-1H-pyrrolo[2,3-b]pyridine). RXN SMILES: [H-].[Na+].[CH3:3][O:4][C:5]1[CH:6]=[C:7]2[C:11](=[C:12]([O:14][CH3:15])[CH:13]=1)[NH:10][CH:9]=[C:8]2[C:16]1[N:24]([S:25]([C:28]2[CH:33]=[CH:32][C:31]([CH3:34])=[CH:30][CH:29]=2)(=[O:27])=[O:26])[C:19]2=[N:20][CH:21]=[CH:22][CH:23]=[C:18]2[CH:17]=1.I[CH3:36].O>CN(C)C=O>[CH3:3][O:4][C:5]1[CH:6]=[C:7]2[C:11](=[C:12]([O:14][CH3:15])[CH:13]=1)[N:10]([CH3:36])[CH:9]=[C:8]2[C:16]1[N:24]([S:25]([C:28]2[CH:29]=[CH:30][C:31]([CH3:34])=[CH:32][CH:33]=2)(=[O:27])=[O:26])[C:19]2=[N:20][CH:21]=[CH:22][CH:23]=[C:18]2[CH:17]=1 |f:0.1|. Reported procedure: 0.028 g of sodium hydride at 60% in oil is added, in small portions, to solution of 0.26 g of 2-(5,7-dimethoxy-1H-indol-3-yl)-1-(toluene-4-sulfonyl)-1H-pyrrolo[2,3-b]pyridine in 11.5 ml of dimethylformamide. The suspension is agitated for approximately 1 hour at around 20° C. and then 0.04 ml of iodomethane is added. After agitation for approximately 18 hours at around 20° C., the mixture is run into 100 ml of a mixture of ice plus water, and extracted with three times 75 ml of ethyl acetate. Th...